From a dataset of the Open Reaction Database (ORD), a public repository of structured organic reaction records. describe an organic reaction: reactants, conditions, products, and yield Starting materials: CO, CCCn1nccc1-c1csc(C(=O)NC(Cc2ccccc2C(F)(F)F)CN2C(=O)c3ccccc3C2=O)c1. Yields the product CCCn1nccc1-c1csc(C(=O)NC(CN)Cc2ccccc2C(F)(F)F)c1. As a reaction SMILES: [CH3:41][OH:42].[O:1]=[C:2]1[N:3]([CH2:12][CH:13]([CH2:14][c:15]2[c:16]([C:21]([F:22])([F:23])[F:24])[cH:17][cH:18][cH:19][cH:20]2)[NH:25][C:26](=[O:27])[c:28]2[s:29][cH:30][c:31](-[c:33]3[cH:34][cH:35][n:36][n:37]3[CH2:38][CH2:39][CH3:40])[cH:32]2)[C:10](=[O:11])[c:5]2[c:4]1[cH:9][cH:8][cH:7][cH:6]2>>[NH2:3][CH2:12][CH:13]([CH2:14][c:15]1[c:16]([C:21]([F:22])([F:23])[F:24])[cH:17][cH:18][cH:19][cH:20]1)[NH:25][C:26](=[O:27])[c:28]1[s:29][cH:30][c:31](-[c:33]2[cH:34][cH:35][n:36][n:37]2[CH2:38][CH2:39][CH3:40])[cH:32]1. Reactants: NC1=C(C=C(C(=O)O)C=C1)Br (4-Amino-3-bromo-benzoic acid), OCC(O)CO (glycerol), S(O)(O)(=O)=O (sulfuric acid), [Na+].[N+](=O)([O-])C=1C=C(C=CC1)S(=O)(=O)[O-] (3-nitro-phenylsulfonic acid sodium salt), NH4OH ice. Conditions: temperature 50 celsius, time 15 minute. Yields the product BrC=1C=C(C=C2C=CC=NC12)C(=O)O (8-bromoquinoline-6-carboxylic Acid). Reaction SMILES: [NH2:1][C:2]1[CH:10]=[CH:9][C:5]([C:6]([OH:8])=[O:7])=[CH:4][C:3]=1[Br:11].O[CH2:13][CH:14]([CH2:16]O)O.S(=O)(=O)(O)O.[Na+].[N+](C1C=C(S([O-])(=O)=O)C=CC=1)([O-])=O>>[Br:11][C:3]1[CH:4]=[C:5]([C:6]([OH:8])=[O:7])[CH:9]=[C:10]2[C:2]=1[N:1]=[CH:16][CH:14]=[CH:13]2 |f:3.4|. Procedure: 4-Amino-3-bromo-benzoic acid (1 eq) and glycerol (2.4 eq) was added to sulfuric acid (6.4M, reaction conc. 0.6M) at 0° C. After 15 min, the bath was removed and 3-nitro-phenylsulfonic acid sodium salt (1.3 eq) was added portionwise. The reaction mixture was heated gradually until exothermic reaction started (between 110-140° C.), the internal temperature was maintained below 170° C. for 1 h. The reaction mixture was cooled to 50° C. and poured slowly into NH4OH-ice (2:1). The title product isola... The reactants are C1CCOC1, O=C1NC(=O)C(c2ccc(Cl)cc2)=C1Cl, Nc1cccnc1. Yields the product Nc1ccc[n+](C2=C(c3ccc(Cl)cc3)C(=O)NC2=O)c1, [Cl-]. As a reaction SMILES: [CH2:23]1[O:24][CH2:25][CH2:26][CH2:27]1.[Cl:1][C:2]1=[C:6]([c:7]2[cH:8][cH:9][c:10]([Cl:13])[cH:11][cH:12]2)[C:5](=[O:14])[NH:4][C:3]1=[O:15].[NH2:16][c:17]1[cH:18][n:19][cH:20][cH:21][cH:22]1>>[C:2]1([n+:19]2[cH:18][c:17]([NH2:16])[cH:22][cH:21][cH:20]2)=[C:6]([c:7]2[cH:8][cH:9][c:10]([Cl:13])[cH:11][cH:12]2)[C:5](=[O:14])[NH:4][C:3]1=[O:15].[Cl-:1]. The reactants are O=C([O-])[O-], Cc1ccccc1, CC(C)c1cnn(-c2ccccc2OC(F)(F)F)c1CO, Cc1nc(Cl)ccc1[N+](=O)[O-], [Cs+], [Cs+], CC(=O)[O-], CC(=O)[O-], [Pd+2]. The product is Cc1nc(OCc2c(C(C)C)cnn2-c2ccccc2OC(F)(F)F)ccc1[N+](=O)[O-]. RXN SMILES: [C:33](=[O:34])([O-:35])[O-:36].[CH3:39][c:40]1[cH:41][cH:42][cH:43][cH:44][cH:45]1.[CH:1]([CH3:2])([CH3:3])[c:4]1[c:5]([CH2:20][OH:21])[n:6](-[c:9]2[c:10]([O:15][C:16]([F:17])([F:18])[F:19])[cH:11][cH:12][cH:13][cH:14]2)[n:7][cH:8]1.[Cl:22][c:23]1[cH:24][cH:25][c:26]([N+:30](=[O:31])[O-:32])[c:27]([CH3:29])[n:28]1.[Cs+:37].[Cs+:38].[O-:47][C:48]([CH3:49])=[O:50].[O-:51][C:52]([CH3:53])=[O:54].[Pd+2:46]>>[CH:1]([CH3:2])([CH3:3])[c:4]1[c:5]([CH2:20][O:21][c:23]2[cH:24][cH:25][c:26]([N+:30](=[O:31])[O-:32])[c:27]([CH3:29])[n:28]2)[n:6](-[c:9]2[c:10]([O:15][C:16]([F:17])([F:18])[F:19])[cH:11][cH:12][cH:13][cH:14]2)[n:7][cH:8]1. Starting materials: N#CC(CC(=O)c1ccccc1)C(=O)O, Clc1ccccc1, O=[Se]=O. Product: N#CC(=CC(=O)c1ccccc1)C(=O)O. Reaction SMILES: [C:1](#[N:2])[CH:3]([C:4](=[O:5])[OH:6])[CH2:7][C:8]([c:9]1[cH:10][cH:11][cH:12][cH:13][cH:14]1)=[O:15].[Cl:19][c:20]1[cH:21][cH:22][cH:23][cH:24][cH:25]1.[Se:16](=[O:17])=[O:18]>>[C:1](#[N:2])[C:3]([C:4](=[O:5])[OH:6])=[CH:7][C:8]([c:9]1[cH:10][cH:11][cH:12][cH:13][cH:14]1)=[O:15].